Dataset: the Open Reaction Database (ORD), a public repository of structured organic reaction records. Task: describe an organic reaction: reactants, conditions, products, and yield The reactants are BrC=1C(=NC2=CC=C(C=C2N1)C(=O)OC)C1=CC=CC=C1 (methyl 3-bromo-2-phenylquinoxaline-6-carboxylate), CC1NCCC1 (2-methylpyrrolidine), C([O-])([O-])=O.[K+].[K+] (potassium carbonate). Run in CN(C=O)C (N,N-dimethylformamide). Run at temperature 100 celsius, time 8 hour. Product: CC1N(CCC1)C=1C(=NC2=CC=C(C=C2N1)C(=O)OC)C1=CC=CC=C1 (Methyl 3-(2-methylpyrrolidin-1-yl)-2-phenylquinoxaline-6-carboxylate). Reaction SMILES: Br[C:2]1[C:3]([C:16]2[CH:21]=[CH:20][CH:19]=[CH:18][CH:17]=2)=[N:4][C:5]2[C:10]([N:11]=1)=[CH:9][C:8]([C:12]([O:14][CH3:15])=[O:13])=[CH:7][CH:6]=2.[CH3:22][CH:23]1[CH2:27][CH2:26][CH2:25][NH:24]1.C(=O)([O-])[O-].[K+].[K+]>CN(C)C=O>[CH3:22][CH:23]1[CH2:27][CH2:26][CH2:25][N:24]1[C:2]1[C:3]([C:16]2[CH:21]=[CH:20][CH:19]=[CH:18][CH:17]=2)=[N:4][C:5]2[C:10]([N:11]=1)=[CH:9][C:8]([C:12]([O:14][CH3:15])=[O:13])=[CH:7][CH:6]=2 |f:2.3.4|. Reported procedure: Into a 8-mL sealed tube, was placed methyl 3-bromo-2-phenylquinoxaline-6-carboxylate (150 mg, 0.44 mmol, 1.00 equiv), 2-methylpyrrolidine (74.8 mg, 0.88 mmol, 2.00 equiv), potassium carbonate (181.6 mg, 1.32 mmol, 3.00 equiv), and N,N-dimethylformamide (4 mL). The resulting solution was stirred overnight at 100° C. in an oil bath. The reaction was t quenched by the addition of water and the resulting solution was extracted with 5×20 mL of dichloromethane and the organic layers were combined and ... Starting materials: Brc1ccncc1, [Li]CCCC, CC(=O)CCl, CCCCCC, CC(=O)O, Cl, [K+], [OH-]. Yields the product CC(O)(CCl)c1ccncc1. Reaction SMILES: [Br:2][c:3]1[cH:4][cH:5][n:6][cH:7][cH:8]1.[CH3:11][CH2:12][CH2:13][CH2:14][Li:15].[CH3:16][C:17](=[O:18])[CH2:19][Cl:20].[CH3:21][CH2:22][CH2:23][CH2:24][CH2:25][CH3:26].[CH3:27][C:28](=[O:29])[OH:30].[ClH:1].[K+:10].[OH-:9]>>[c:3]1([C:17]([CH3:16])([OH:18])[CH2:19][Cl:20])[cH:4][cH:5][n:6][cH:7][cH:8]1.